This data is from the Open Reaction Database (ORD), a public repository of structured organic reaction records. The task is: describe an organic reaction: reactants, conditions, products, and yield The reactants are [I-].[K+] (potassium iodide), ClCCCN1C2=C(CCC3=C1C=CC=C3)C=CC=C2 (5-(3-chloropropyl)-10,11-dihydro-5H-dibenz[b,f]azepine), C([O-])([O-])=O.[K+].[K+] (Potassium carbonate), Cl.C(C)OC(CC1CNCCC1)=O (3-piperidineacetic acid ethyl ester hydrochloride). Run in C(C)C(=O)C (methyl ethyl ketone), C(C)C(=O)C (methyl ethyl ketone). Run at time 3 hour. Yields the product C(C)OC(CC1CN(CCC1)CCCN1C2=C(CCC3=C1C=CC=C3)C=CC=C2)=O (1 -(3-(10,11-dihydro-5H-dibenz[b,f]-azepin-5-yl)-1-propyl)-3-piperidine-acetic acid ethyl ester). As a reaction SMILES: [I-].[K+].Cl[CH2:4][CH2:5][CH2:6][N:7]1[C:13]2[CH:14]=[CH:15][CH:16]=[CH:17][C:12]=2[CH2:11][CH2:10][C:9]2[CH:18]=[CH:19][CH:20]=[CH:21][C:8]1=2.C(=O)([O-])[O-].[K+].[K+].Cl.[CH2:29]([O:31][C:32](=[O:40])[CH2:33][CH:34]1[CH2:39][CH2:38][CH2:37][NH:36][CH2:35]1)[CH3:30]>C(C(C)=O)C>[CH2:29]([O:31][C:32](=[O:40])[CH2:33][CH:34]1[CH2:39][CH2:38][CH2:37][N:36]([CH2:4][CH2:5][CH2:6][N:7]2[C:13]3[CH:14]=[CH:15][CH:16]=[CH:17][C:12]=3[CH2:11][CH2:10][C:9]3[CH:18]=[CH:19][CH:20]=[CH:21][C:8]2=3)[CH2:35]1)[CH3:30] |f:0.1,3.4.5,6.7|. Procedure details: A mixture of potassium iodide (19.2 g, 0.12 mol) and methyl ethyl ketone (180 ml) was heated at reflux temperature for 1 h. A solution of 5-(3-chloropropyl)-10,11-dihydro-5H-dibenz[b,f]azepine (5.2 g, 0.019 mol, prepared similarly as described in example 1) in methyl ethyl ketone (25 ml) was added and heating at reflux temperature was continued for 3 h. Potassium carbonate (9.3 g, 0.067 mol) and 3-piperidineacetic acid ethyl ester hydrochloride (5.6 g, 0.027 mol) were added and the reaction mixt... Starting materials: C(=CCCC)[Mg]Cl (pentenylmagnesium chloride), Cl[SiH]1CCC(CC1)[C@@H]1CC[C@H](CC1)CCCCC1=CC(=C(C(=C1)F)C#N)F (1-chloro-4-(trans-4-(4-(3,5-difluoro-4-cyanophenyl)butyl)cyclohexyl)-1-silacyclohexane), resultant product. Solvent: C1CCOC1 (THF), C1CCOC1 (THF). Yields the product FC=1C=C(C=C(C1C#N)F)CCCC[C@@H]1CC[C@H](CC1)[C@@H]1CC[Si@H](CC1)CCCCC (trans-4-(trans-4-(4-(3,5-difluoro-4-cyanophenyl)butyl)cyclohexyl)-1-pentyl-1-silacyclohexane). Yield: 90.0%. RXN SMILES: [CH:1]([Mg]Cl)=[CH:2][CH2:3][CH2:4][CH3:5].Cl[SiH:9]1[CH2:14][CH2:13][CH:12]([C@H:15]2[CH2:20][CH2:19][C@H:18]([CH2:21][CH2:22][CH2:23][CH2:24][C:25]3[CH:30]=[C:29]([F:31])[C:28]([C:32]#[N:33])=[C:27]([F:34])[CH:26]=3)[CH2:17][CH2:16]2)[CH2:11][CH2:10]1>C1COCC1>[F:34][C:27]1[CH:26]=[C:25]([CH2:24][CH2:23][CH2:22][CH2:21][C@H:18]2[CH2:19][CH2:20][C@H:15]([C@H:12]3[CH2:13][CH2:14][Si@H:9]([CH2:1][CH2:2][CH2:3][CH2:4][CH3:5])[CH2:10][CH2:11]3)[CH2:16][CH2:17]2)[CH:30]=[C:29]([F:31])[C:28]=1[C:32]#[N:33]. Procedure details: 50 ml (0.13 mols) of a THF solution of 2.5M of pentenylmagnesium chloride was dropped in a mixed solution of 41.0 g (0.1 mol) of 1-chloro-4-(trans-4-(4-(3,5-difluoro-4-cyanophenyl)butyl)cyclohexyl)-1-silacyclohexane and 300 ml of THF. The resultant product was found to be a mixture of trans and cis isomers with respect to the silacyclohexane ring. The product was subjected to ordinary aftertreatments such as removal of solvent and salts, followed by isolation through chromatography to obtain 40.... Reactants: Cl.NO (Hydroxylamine hydrochloride), C(C)(=O)[O-].[Na+] (sodium acetate), CO (methanol), O1C(=CC=C1)C(CC)=O (1-(Furan-2-yl)propan-1-one). Solvent: O (Water). Run at time 30 minute. The product is O1C(=CC=C1)C(CC)=NO (1-(Furan-2-yl)propan-1-one oxime). Isolated yield 100.8%. RXN SMILES: Cl.[NH2:2][OH:3].C([O-])(=O)C.[Na+].CO.[O:11]1[CH:15]=[CH:14][CH:13]=[C:12]1[C:16](=O)[CH2:17][CH3:18]>O>[O:11]1[CH:15]=[CH:14][CH:13]=[C:12]1[C:16](=[N:2][OH:3])[CH2:17][CH3:18] |f:0.1,2.3|. Procedure: Hydroxylamine hydrochloride (3.3 g, 47.8 mmol) and sodium acetate (3.9 g, 47.8 mmol) were added to 20 mL of methanol and the resulting white slurry was stirred at room temperature for 30 min. 1-(Furan-2-yl)propan-1-one (5.4 g, 43.5 mmol) was added and the mixture was stirred at room temperature for 20 hours. Water (20 mL) was added and the product was extracted with EtOAc and the organic layer was washed with saturated NaHCO3 solution and dried over MgSO4. The solvent was evaporated in vacuo to ...